From a dataset of the Open Reaction Database (ORD), a public repository of structured organic reaction records. describe an organic reaction: reactants, conditions, products, and yield The reactants are C1CCOC1, CNC, O=C(Cl)c1ccc([N+](=O)[O-])cc1Cl, Cl, Cl. Product: CN(C)C(=O)c1ccc([N+](=O)[O-])cc1Cl. Reaction SMILES: [CH2:18]1[O:19][CH2:20][CH2:21][CH2:22]1.[CH3:15][NH:16][CH3:17].[Cl:1][c:2]1[c:3]([C:4](=[O:5])[Cl:6])[cH:7][cH:8][c:9]([N+:11](=[O:12])[O-:13])[cH:10]1.[ClH:14].[ClH:23]>>[Cl:1][c:2]1[c:3]([C:4](=[O:5])[N:16]([CH3:15])[CH3:17])[cH:7][cH:8][c:9]([N+:11](=[O:12])[O-:13])[cH:10]1. Reactants: C(C)(C)(C)OC(=O)N1CCN(CC1)CCC1=CC(=C(C=C1)C#N)SC (tert-butyl4-{2-[4-cyano-3-(methylthio)phenyl]ethyl}piperazine-1-carboxylate), C(=O)(C(F)(F)F)O (TFA). Run in C(Cl)Cl (DCM). Reaction conditions: time 1 hour. Yields the product CSC1=C(C#N)C=CC(=C1)CCN1CCNCC1 (2-(methylthio)-4-(2-piperazin-1-ylethyl)benzonitrile). RXN SMILES: C(OC([N:8]1[CH2:13][CH2:12][N:11]([CH2:14][CH2:15][C:16]2[CH:21]=[CH:20][C:19]([C:22]#[N:23])=[C:18]([S:24][CH3:25])[CH:17]=2)[CH2:10][CH2:9]1)=O)(C)(C)C.C(O)(C(F)(F)F)=O>C(Cl)Cl>[CH3:25][S:24][C:18]1[CH:17]=[C:16]([CH2:15][CH2:14][N:11]2[CH2:10][CH2:9][NH:8][CH2:13][CH2:12]2)[CH:21]=[CH:20][C:19]=1[C:22]#[N:23]. Reported procedure: To a solution of tert-butyl 4-[2-(4-cyano-3-fluorophenyl)ethyl]piperazine-1-carboxylate (440 mg, 1.32 mmol) in 10 mL of DMF was dropped NaSMe (0.66 mL, 1.8 mmol, 21% in water). The mixture was stirred at 70° C. for 3 hours. The reaction was diluted with 40 mL of EtOAc and 40 mL water. The organic layer was dried over anhydrous sodium sulfate and concentrated. The residue was purified with prep-TLC to give tert-butyl 4-{2-[4-cyano-3-(methylthio)phenyl]ethyl}piperazine-1-carboxylate (250 mg, 52% y... RXN SMILES: [NH2:1][C:2]1[CH:7]=[CH:6][C:5]([C:8](=O)[CH3:9])=[CH:4][CH:3]=1.[C:11]([O:16][CH3:17])(=[O:15])[C:12]([CH3:14])=O.C1(C)C=CC(S(O)(=O)=O)=CC=1.[H][H]>C(O)C.[Pd]>[CH3:17][O:16][C:11](=[O:15])[C@H:12]([CH3:14])[NH:1][C:2]1[CH:7]=[CH:6][C:5]([CH2:8][CH3:9])=[CH:4][CH:3]=1. Solvent: C(C)O (ethanol). Reactants: NC1=CC=C(C=C1)C(C)=O (4′-aminoacetophenone), C(C(=O)C)(=O)OC (methyl pyruvate), C1(=CC=C(C=C1)S(=O)(=O)O)C (p-toluenesulfonic acid), [H][H] (hydrogen). Reagents/catalysts: [Pd] (Pd/C). Procedure details: A solution of 0.68 g (5 mmol) of 4′-aminoacetophenone (Aldrich), 0.60 mL of 90% methyl pyruvate (Aldrich) and 0.05 g (0.25 mmol) of p-toluenesulfonic acid in ethanol was hydrogenated in the presence of a catalytic amount of 10% Pd/C at from 30 to 15 psi of hydrogen for 16 hours. The catalyst was removed by filtering the reaction mixture through Celite and the solvent was evaporated to provide the crude product. The product was purified by column chromatography (silica gel using 1:9 EtOAc/hexanes... The product is COC([C@@H](NC1=CC=C(C=C1)CC)C)=O (N-(4-ethylphenyl)alanine methyl ester).